This data is from the Open Reaction Database (ORD), a public repository of structured organic reaction records. The task is: describe an organic reaction: reactants, conditions, products, and yield Reactants: C(C1=CC=CC=C1)[C@H]1N(C(OC1)=O)C([C@@H](C(C)C)CS(=O)(=O)N1CCN(CC1)C1=NC=C(C=N1)C1=CC=C(C=C1)F)=O (4-(R)-benzyl-3-(2-(R)-{4-[5-(4-fluorophenyl)pyrimidin-2-yl]piperazine-1-sulfonylmethyl}-3-methyl-butyryl)oxazolidin-2-one), ClC1=CC=C(C=C1)C=1C=NC(=NC1)C1CCNCC1 (5-(4-chlorophenyl)-2-piperidin-4-ylpyrimidine), C(C1=CC=CC=C1)[C@H]1N(C(OC1)=O)C([C@@H](C(C)C)CS(=O)(=O)Cl)=O (4-(R)-benzyl-3-(2-(R)-chlorosulfonylmethyl-3-methylbutyryl)-oxazolidin-2-one). Product: C(C1=CC=CC=C1)[C@H]1N(C(OC1)=O)C([C@@H](C(C)C)CS(=O)(=O)N1CCN(CC1)C1=NC=C(C=N1)C1=CC=C(C=C1)Cl)=O (4-(R)-Benzyl-3-(2-(R)-{4-[5-(4-chlorophenyl)pyrimidin-2-yl]piperazine-1-sulfonylmethyl}-3-methylbutyryl)oxazolidin-2-one). Isolated yield 100.0%. Reaction SMILES: [CH2:1]([C@@H:8]1[CH2:12][O:11][C:10](=[O:13])[N:9]1[C:14](=[O:42])[C@H:15]([CH2:19][S:20]([N:23]1[CH2:28][CH2:27][N:26]([C:29]2[N:34]=[CH:33][C:32]([C:35]3[CH:40]=[CH:39][C:38](F)=[CH:37][CH:36]=3)=[CH:31][N:30]=2)[CH2:25][CH2:24]1)(=[O:22])=[O:21])[CH:16]([CH3:18])[CH3:17])[C:2]1[CH:7]=[CH:6][CH:5]=[CH:4][CH:3]=1.[Cl:43]C1C=CC(C2C=NC(C3CCNCC3)=NC=2)=CC=1.C([C@@H]1COC(=O)N1C(=O)[C@H](CS(Cl)(=O)=O)C(C)C)C1C=CC=CC=1>>[CH2:1]([C@@H:8]1[CH2:12][O:11][C:10](=[O:13])[N:9]1[C:14](=[O:42])[C@H:15]([CH2:19][S:20]([N:23]1[CH2:28][CH2:27][N:26]([C:29]2[N:34]=[CH:33][C:32]([C:35]3[CH:40]=[CH:39][C:38]([Cl:43])=[CH:37][CH:36]=3)=[CH:31][N:30]=2)[CH2:25][CH2:24]1)(=[O:22])=[O:21])[CH:16]([CH3:18])[CH3:17])[C:2]1[CH:7]=[CH:6][CH:5]=[CH:4][CH:3]=1. Procedure: Prepared according to the method for the preparation of 4-(R)-benzyl-3-(2-(R)-{4-[5-(4-fluorophenyl)pyrimidin-2-yl]piperazine-1-sulfonylmethyl}-3-methyl-butyryl)oxazolidin-2-one, from 5-(4-chlorophenyl)-2-piperidin-4-ylpyrimidine (0.123 g) and 4-(R)-benzyl-3-(2-(R)-chlorosulfonylmethyl-3-methylbutyryl)-oxazolidin-2-one (0.269 g), to yield the title compound as a cream foam (0.275 g, 100%). The reactants are C(#N)CCCC#CC=1C(=CC(=NC1)C(=O)OC)C(=O)OC (dimethyl 5-(5-cyano-1-pentinyl)-pyridine2,4-dicarboxylate). The reagents and catalysts are [Pd] (palladium). Solvent: CO (methanol). Conditions: time 4 hour. Yields the product C(#N)CCCCCC=1C(=CC(=NC1)C(=O)OC)C(=O)OC (dimethyl 5-(5-cyano-pentyl)-pyridine-2,4-dicarboxylate). RXN SMILES: [C:1]([CH2:3][CH2:4][CH2:5][C:6]#[C:7][C:8]1[C:9]([C:18]([O:20][CH3:21])=[O:19])=[CH:10][C:11]([C:14]([O:16][CH3:17])=[O:15])=[N:12][CH:13]=1)#[N:2]>CO.[Pd]>[C:1]([CH2:3][CH2:4][CH2:5][CH2:6][CH2:7][C:8]1[C:9]([C:18]([O:20][CH3:21])=[O:19])=[CH:10][C:11]([C:14]([O:16][CH3:17])=[O:15])=[N:12][CH:13]=1)#[N:2]. Reported procedure: 64 mg of dimethyl 5-(5-cyano-1-pentinyl)-pyridine-2,4-dicarboxylate (from Example 11) are dissolved in 25 ml of methanol and, after addition of the palladium catalyst (10% strength on charcoal), are hydrogenated. The reaction has ended after 4 hours (thin layer control). The catalyst is filtered off and the solution is concentrated in vacuo. The colorless oil is chromatographed on silica gel. The reactants are O[C@H](C)[C@@H]1[C@@H]2N(C(=C([C@@H]2C)C=2N=CN3C2SC=C3)C(=O)OCC=C)C1=O (allyl (1S,5R,6S)-6-((1R)-1-hydroxyethyl)-2-(imidazo[5,1-b]thiazol-7-yl)-1-methyl-1-carbapen-2-em-3-carboxylate), ClCCl (dichloromethane), C1(=CC=CC=C1)P(C1=CC=CC=C1)C1=CC=CC=C1 (triphenylphosphine), C(C)C(C(=O)[O-])CCCC.[K+] (potassium 2-ethylhexanoate). Reagents/catalysts: C=1C=CC(=CC1)/C=C/C(=O)/C=C/C2=CC=CC=C2.C=1C=CC(=CC1)/C=C/C(=O)/C=C/C2=CC=CC=C2.C=1C=CC(=CC1)/C=C/C(=O)/C=C/C2=CC=CC=C2.[Pd].[Pd] (tris(dibenzylideneacetone)dipalladium). Solvent: C(C)(=O)OCC (ethyl acetate), C(C)(=O)OCC (ethy acetate). Reaction conditions: time 20 minute. Yields the product O[C@H](C)[C@@H]1[C@@H]2N(C(=C([C@@H]2C)C=2N=CN3C2SC=C3)C(=O)[O-])C1=O.[K+] (Potassium (1S,5R,6S)-6-((1R)-1-hydroxyethyl)-2-(imidazo[5,1-b]thiazol-7-yl)-1-methyl-1-carbapen-2-em-3-carboxylate). RXN SMILES: [OH:1][C@@H:2]([C@H:4]1[C:25](=[O:26])[N:6]2[C:7]([C:19]([O:21]CC=C)=[O:20])=[C:8]([C:11]3[N:12]=[CH:13][N:14]4[CH:18]=[CH:17][S:16][C:15]=34)[C@H:9]([CH3:10])[C@H:5]12)[CH3:3].ClCCl.C1(P(C2C=CC=CC=2)C2C=CC=CC=2)C=CC=CC=1.C(C(CCCC)C([O-])=O)C.[K+:59]>C(OCC)(=O)C.C1C=CC(/C=C/C(/C=C/C2C=CC=CC=2)=O)=CC=1.C1C=CC(/C=C/C(/C=C/C2C=CC=CC=2)=O)=CC=1.C1C=CC(/C=C/C(/C=C/C2C=CC=CC=2)=O)=CC=1.[Pd].[Pd]>[OH:1][C@@H:2]([C@H:4]1[C:25](=[O:26])[N:6]2[C:7]([C:19]([O-:21])=[O:20])=[C:8]([C:11]3[N:12]=[CH:13][N:14]4[CH:18]=[CH:17][S:16][C:15]=34)[C@H:9]([CH3:10])[C@H:5]12)[CH3:3].[K+:59] |f:3.4,6.7.8.9.10,11.12|. Reported procedure: To a solution of 117 mg of allyl (1S,5R,6S)-6-((1R)-1-hydroxyethyl)-2-(imidazo[5,1-b]thiazol-7-yl)-1-methyl-1-carbapen-2-em-3-carboxylate in a mixed solvent of 2.5 ml of dichloromethane and 2.5 ml of ethy acetate were added 8.1 mg of triphenylphosphine, 56.5 mg of potassium 2-ethylhexanoate, and 11.8 mg of tetrakis(triphenylphosphine)palladium (0), and the mixture was stirred under the atmosphere of argon at room temperature for 20 minutes. After confirming the exhaustion of the starting materia... The reactants are CC(C)(C)OC(=O)N1CCC(Oc2cc(C(C)(C)C)ccc2C(=O)Nc2ccncc2C(=O)Nc2ccc(Cl)cn2)CC1, COc1ccccc1, ClCCl, O=C(O)C(F)(F)F. The product is CC(C)(C)c1ccc(C(=O)Nc2ccncc2C(=O)Nc2ccc(Cl)cn2)c(OC2CCNCC2)c1, O=C(O)C(F)(F)F. As a reaction SMILES: [C:1]([CH3:2])([CH3:3])([CH3:4])[c:5]1[cH:6][c:7]([O:30][CH:31]2[CH2:32][CH2:33][N:34]([C:37]([O:38][C:39]([CH3:40])([CH3:41])[CH3:42])=[O:43])[CH2:35][CH2:36]2)[c:8]([C:9](=[O:10])[NH:11][c:12]2[c:13]([C:18](=[O:19])[NH:20][c:21]3[n:22][cH:23][c:24]([Cl:27])[cH:25][cH:26]3)[cH:14][n:15][cH:16][cH:17]2)[cH:28][cH:29]1.[CH3:44][O:45][c:46]1[cH:47][cH:48][cH:49][cH:50][cH:51]1.[Cl:59][CH2:60][Cl:61].[F:52][C:53]([C:54](=[O:55])[OH:56])([F:57])[F:58]>>[C:1]([CH3:2])([CH3:3])([CH3:4])[c:5]1[cH:6][c:7]([O:30][CH:31]2[CH2:32][CH2:33][NH:34][CH2:35][CH2:36]2)[c:8]([C:9](=[O:10])[NH:11][c:12]2[c:13]([C:18](=[O:19])[NH:20][c:21]3[n:22][cH:23][c:24]([Cl:27])[cH:25][cH:26]3)[cH:14][n:15][cH:16][cH:17]2)[cH:28][cH:29]1.[F:52][C:53]([C:54](=[O:55])[OH:56])([F:57])[F:58]. Procedure: 5-Ethyl-6-(3,5-dimethylphenyl)thio-2,4-pyrimidinedione and 2-cyanobenzyl bromide were reacted by the same way with the example 1 to obtain the titled compound (162 mg, yield: 41.3%). Reaction SMILES: [CH2:1]([C:3]1[C:4](=[O:19])[NH:5][C:6](=[O:18])[NH:7][C:8]=1[S:9][C:10]1[CH:15]=[C:14]([CH3:16])[CH:13]=[C:12]([CH3:17])[CH:11]=1)[CH3:2].[C:20]([C:22]1[CH:29]=[CH:28][CH:27]=[CH:26][C:23]=1[CH2:24]Br)#[N:21]>>[C:20]([C:22]1[CH:29]=[CH:28][CH:27]=[CH:26][C:23]=1[CH2:24][N:7]1[C:8]([S:9][C:10]2[CH:11]=[C:12]([CH3:17])[CH:13]=[C:14]([CH3:16])[CH:15]=2)=[C:3]([CH2:1][CH3:2])[C:4](=[O:19])[NH:5][C:6]1=[O:18])#[N:21]. The reactants are C(C)C=1C(NC(NC1SC1=CC(=CC(=C1)C)C)=O)=O (5-Ethyl-6-(3,5-dimethylphenyl)thio-2,4-pyrimidinedione), C(#N)C1=C(CBr)C=CC=C1 (2-cyanobenzyl bromide). Isolated yield 41.3%. Product: C(#N)C1=C(CN2C(NC(C(=C2SC2=CC(=CC(=C2)C)C)CC)=O)=O)C=CC=C1 (1-(2-Cyanobenzyl)-5-ethyl-6-(3,5-dimethylphenyl)thio-2,4-pyrimidinedione). Starting materials: ClCCCN(C(OC(C)(C)C)=O)CCC1=CC=C(C=C1)C#N (tert.-butyl (3-chloropropyl)-[2-(4-cyanophenyl)ethyl]carbamate), FC(C(=O)O)(F)F (trifluoroacetic acid). Solvent: ClCCl (dichloromethane). Product: FC(C(=O)O)(F)F.ClCCCNCCC1=CC=C(C#N)C=C1 (4-[2-(3-Chloropropylamino)ethyl]benzonitrile trifluoroacetate). RXN SMILES: [Cl:1][CH2:2][CH2:3][CH2:4][N:5]([CH2:13][CH2:14][C:15]1[CH:20]=[CH:19][C:18]([C:21]#[N:22])=[CH:17][CH:16]=1)C(=O)OC(C)(C)C.[F:23][C:24]([F:29])([F:28])[C:25]([OH:27])=[O:26]>ClCCl>[F:23][C:24]([F:29])([F:28])[C:25]([OH:27])=[O:26].[Cl:1][CH2:2][CH2:3][CH2:4][NH:5][CH2:13][CH2:14][C:15]1[CH:16]=[CH:17][C:18]([C:21]#[N:22])=[CH:19][CH:20]=1 |f:3.4|. Reported procedure: A solution of 626 mg (1.94 mmol) of tert.-butyl (3-chloropropyl)-[2-(4-cyanophenyl)ethyl]carbamate and 5.0 ml of trifluoroacetic acid in 20 ml of dichloromethane was stirred at room temperature for 1.5 hours and then evaporated to dryness. The residue was triturated with diethyl ether. The precipitate formed was then filtered off and dried under reduced pressure over calcium chloride. The product obtained in this manner was reacted further without additional purification.